describe an organic reaction: reactants, conditions, products, and yield From a dataset of the Open Reaction Database (ORD), a public repository of structured organic reaction records. Yields the product COCOc1c(C)cc(Oc2ccc([N+](=O)[O-])c(N(C)C(=O)OC(C)(C)C)c2)c(C)c1C. Reaction SMILES: [CH3:36][N:37]([CH3:38])[CH:39]=[O:40].[CH3:3][O:4][CH2:5][O:6][c:7]1[c:8]([CH3:16])[c:9]([CH3:15])[c:10]([OH:14])[cH:11][c:12]1[CH3:13].[Cl:17][c:18]1[cH:19][cH:20][c:21]([N+:33](=[O:34])[O-:35])[c:22]([N:24]([C:25]([O:26][C:27]([CH3:28])([CH3:29])[CH3:30])=[O:31])[CH3:32])[cH:23]1.[H-:1].[Na+:2]>>[CH3:3][O:4][CH2:5][O:6][c:7]1[c:8]([CH3:16])[c:9]([CH3:15])[c:10]([O:14][c:18]2[cH:19][cH:20][c:21]([N+:33](=[O:34])[O-:35])[c:22]([N:24]([C:25]([O:26][C:27]([CH3:28])([CH3:29])[CH3:30])=[O:31])[CH3:32])[cH:23]2)[cH:11][c:12]1[CH3:13]. Reactants: CN(C)C=O, COCOc1c(C)cc(O)c(C)c1C, CN(C(=O)OC(C)(C)C)c1cc(Cl)ccc1[N+](=O)[O-], [H-], [Na+]. Starting materials: COC1=C(C(=O)O)C=C(C=C1)N1C(=NN=C1)SC (2-methoxy-5-(3-methylsulfanyl-[1,2,4]triazol-4-yl)-benzoic acid), Cl.Cl.C(C)OCCN1C(=NC2=C1C=CC=C2)N2CCN(CCC2)CC[C@]2(CNCC2)C2=CC=CC=C2 (1-(2-ethoxy-ethyl)-2-{4-[2-((S)-3-phenyl-pyrrolidin-3-yl)-ethyl]-[1,4]diazepan-1-yl}-1H-benzoimidazole dihydrochloride), O.ON1N=NC2=C1C=CC=C2 (1-hydroxybenzotriazole hydrate), CN(CCCN=C=NCC)C (1-(3-dimethylaminopropyl)-3-ethylcarbodiimide), C(C)(C)N(CC)C(C)C (diisopropylethylamine). Solvent: ClCCl (dichloromethane). Yields the product C(C)OCCN1C(=NC2=C1C=CC=C2)N2CCN(CCC2)CC[C@]2(CN(CC2)C(=O)C2=C(C=CC(=C2)N2C(=NN=C2)SC)OC)C2=CC=CC=C2 (1-[(R)-3-(2-{4-[1-(2-Ethoxy-ethyl)-1H-benzoimidazol-2-yl]-[1,4]diazepan-1-yl}-ethyl)-3-phenyl-pyrrolidin-1-yl]-1-[2-methoxy-5-(3-methylsulfanyl-[1,2,4]triazol-4-yl)-phenyl]-methanone). The yield is 17.1%. As a reaction SMILES: [CH3:1][O:2][C:3]1[CH:11]=[CH:10][C:9]([N:12]2[CH:16]=[N:15][N:14]=[C:13]2[S:17][CH3:18])=[CH:8][C:4]=1[C:5]([OH:7])=O.Cl.Cl.[CH2:21]([O:23][CH2:24][CH2:25][N:26]1[C:30]2[CH:31]=[CH:32][CH:33]=[CH:34][C:29]=2[N:28]=[C:27]1[N:35]1[CH2:41][CH2:40][CH2:39][N:38]([CH2:42][CH2:43][C@:44]2([C:49]3[CH:54]=[CH:53][CH:52]=[CH:51][CH:50]=3)[CH2:48][CH2:47][NH:46][CH2:45]2)[CH2:37][CH2:36]1)[CH3:22].O.ON1C2C=CC=CC=2N=N1.CN(C)CCCN=C=NCC.C(N(C(C)C)CC)(C)C>ClCCl>[CH2:21]([O:23][CH2:24][CH2:25][N:26]1[C:30]2[CH:31]=[CH:32][CH:33]=[CH:34][C:29]=2[N:28]=[C:27]1[N:35]1[CH2:41][CH2:40][CH2:39][N:38]([CH2:42][CH2:43][C@:44]2([C:49]3[CH:54]=[CH:53][CH:52]=[CH:51][CH:50]=3)[CH2:48][CH2:47][N:46]([C:5]([C:4]3[CH:8]=[C:9]([N:12]4[CH:16]=[N:15][N:14]=[C:13]4[S:17][CH3:18])[CH:10]=[CH:11][C:3]=3[O:2][CH3:1])=[O:7])[CH2:45]2)[CH2:37][CH2:36]1)[CH3:22] |f:1.2.3,4.5|. Procedure: To a mixture of 2-methoxy-5-(3-methylsulfanyl-[1,2,4]triazol-4-yl)-benzoic acid (0.27 g, 0.42 mmol), 1-(2-ethoxy-ethyl)-2-{4-[2-((S)-3-phenyl-pyrrolidin-3-yl)-ethyl]-[1,4]diazepan-1-yl}-1H-benzoimidazole dihydrochloride (0.23 g, 0.42 mmol), 1-hydroxybenzotriazole hydrate (0.068 g, 0.51 mmol), and 1-(3-dimethylaminopropyl)-3-ethylcarbodiimide (0.97 g, 0.51 mmol), add via syringe under argon anhydrous dichloromethane (15 mL). Add diisopropylethylamine (0.22 mL, 1.26 mmol) and stir at room temperat... Product: CC(=O)Nc1c(C#N)cnn1-c1ccc(Cl)c(Cl)c1Cl. Starting materials: CC(=O)Cl, N#Cc1cnn(-c2ccc(Cl)c(Cl)c2Cl)c1N. Reaction SMILES: [C:18]([CH3:19])(=[O:20])[Cl:21].[NH2:1][c:2]1[c:3]([C:16]#[N:17])[cH:4][n:5][n:6]1-[c:7]1[c:8]([Cl:15])[c:9]([Cl:14])[c:10]([Cl:13])[cH:11][cH:12]1>>[NH:1]([c:2]1[c:3]([C:16]#[N:17])[cH:4][n:5][n:6]1-[c:7]1[c:8]([Cl:15])[c:9]([Cl:14])[c:10]([Cl:13])[cH:11][cH:12]1)[C:18]([CH3:19])=[O:20]. As a reaction SMILES: FC(F)(F)C(O)=O.C([O:12][C:13](=[O:30])[C:14]1[CH:19]=[C:18]([S:20]([CH:23]2[CH2:25][CH2:24]2)(=[O:22])=[O:21])[N:17]=[C:16]([NH:26][CH:27]2[CH2:29][CH2:28]2)[CH:15]=1)(C)(C)C>ClCCl>[CH:27]1([NH:26][C:16]2[CH:15]=[C:14]([CH:19]=[C:18]([S:20]([CH:23]3[CH2:24][CH2:25]3)(=[O:22])=[O:21])[N:17]=2)[C:13]([OH:30])=[O:12])[CH2:28][CH2:29]1. Run at time 3 hour. Procedure details: Add trifluoroacetic acid (2 mL) to a solution of 2-cyclopropylamino-6-cyclopropanesulfonyl-isonicotinic acid tert-butyl ester (0.120 g, 0.355 mmol) in dichloromethane (2 mL) at 0° C. Stir the solution at room temperature for 3 h, concentrate and dry the title compound (0.076 g, 54%). The reactants are FC(C(=O)O)(F)F (trifluoroacetic acid), C(C)(C)(C)OC(C1=CC(=NC(=C1)S(=O)(=O)C1CC1)NC1CC1)=O (2-cyclopropylamino-6-cyclopropanesulfonyl-isonicotinic acid tert-butyl ester). Yields the product C1(CC1)NC=1C=C(C(=O)O)C=C(N1)S(=O)(=O)C1CC1 (2-Cyclopropylamino-6-cyclopropanesulfonyl-isonicotinic acid). The solvent is ClCCl (dichloromethane). The reactants are NC1=C(C=C(C(=C1)OC(C)C)OC)C(=O)C1=C(C=CC=C1)Cl ((2-amino-5-methoxy-4-(1-methylethoxy)phenyl)-(2-chlorophenyl)-methanone), [H-].C(C(C)C)[Al+]CC(C)C (diisobutylaluminum hydride), NC=1C(=NN(C1Cl)CC=C)C (4-amino-5-chloro-3-methyl-1-(2-propenyl)-1H-pyrazole), ClC1=C(C=CC=C1)C1=NC=2C(=NC3=C1C=C(C(=C3)OC(C)C)OC)N(NC2C)CC=C (5-(2-chlorophenyl)-1,2-dihydro-7-methoxy-8-(1-methylethoxy)-3-methyl-1-(2-propenyl)-pyrazolo[3,4-b][1,4]benzodiazepine). Yields the product ClC1=C(C=CC=C1)C1=NC=2C(=NC3=C1C=C(C(=C3)OC(C)C)OC)NNC2C (5-(2-chlorophenyl)-1,2-dihydro-7-methoxy-8-(1-methylethoxy)-3-methyl-pyrazolo[3,4-b][1,4]benzodiazepine). As a reaction SMILES: NC1C=C(OC(C)C)C(OC)=CC=1C(C1C=CC=CC=1Cl)=O.NC1C(C)=NN(CC=C)C=1Cl.[Cl:34][C:35]1[CH:40]=[CH:39][CH:38]=[CH:37][C:36]=1[C:41]1[C:47]2[CH:48]=[C:49]([O:56][CH3:57])[C:50]([O:52][CH:53]([CH3:55])[CH3:54])=[CH:51][C:46]=2[N:45]=[C:44]2[N:58](CC=C)[NH:59][C:60]([CH3:61])=[C:43]2[N:42]=1.[H-].C([Al+]CC(C)C)C(C)C>>[Cl:34][C:35]1[CH:40]=[CH:39][CH:38]=[CH:37][C:36]=1[C:41]1[C:47]2[CH:48]=[C:49]([O:56][CH3:57])[C:50]([O:52][CH:53]([CH3:55])[CH3:54])=[CH:51][C:46]=2[N:45]=[C:44]2[NH:58][NH:59][C:60]([CH3:61])=[C:43]2[N:42]=1 |f:3.4|. Procedure: 5-(2-chlorophenyl)-1,2-dihydro-7-methoxy-8-(1-methylethoxy)-3-methyl-pyrazolo[3,4-b][1,4]benzodiazepine (IVii) was prepared by reacting 0.0023 moles of (2-amino-5-methoxy-4-(1-methylethoxy)phenyl)-(2-chlorophenyl)-methanone (Xii) with 4-amino-5-chloro-3-methyl-1-(2-propenyl)-1H-pyrazole (XIII), and subsequent dealkylation of the intermediate, 5-(2-chlorophenyl)-1,2-dihydro-7-methoxy-8-(1-methylethoxy)-3-methyl-1-(2-propenyl)-pyrazolo[3,4-b][1,4]benzodiazepine (XIVii) with diisobutylaluminum hydr... The reactants are FC(C(CC(=O)OCC)=O)(F)F (Ethyl 4,4,4-trifluoroacetoacetate), COC(N(C)C)OC (N,N-Dimethylformamide dimethyl acetal). Run in C1=CC=CC=C1 (benzene). The product is CN(C)C=C(C(=O)OCC)C(C(F)(F)F)=O (ethyl 2-((dimethylamino)methylene)-4,4,4-trifluoro-3-oxobutanoate). The yield is 64.9%. As a reaction SMILES: [F:1][C:2]([F:12])([F:11])[C:3](=[O:10])[CH2:4][C:5]([O:7][CH2:8][CH3:9])=[O:6].CO[CH:15](OC)[N:16]([CH3:18])[CH3:17]>C1C=CC=CC=1>[CH3:15][N:16]([CH:18]=[C:4]([C:3](=[O:10])[C:2]([F:11])([F:12])[F:1])[C:5]([O:7][CH2:8][CH3:9])=[O:6])[CH3:17]. Reported procedure: Ethyl 4,4,4-trifluoroacetoacetate (18.5 g, 77.34 mmol) and N,N-Dimethylformamide dimethyl acetal (9.21 g, 77.34 mmol) were dissolved in benzene (10 mL). The mixture was heated under reflux for 1 h. The solvent was evaporated and distilled with a Kugelrohr apparatus to give 12 g of ethyl 2-((dimethylamino)methylene)-4,4,4-trifluoro-3-oxobutanoate (yield 65%). Starting materials: N([C@@H]([C@@H](C)CC)C(=O)O)C(=O)OC(C)(C)C (Boc-Ile-OH), C(C(C)C)N (isobutylamine), C=1C=CC2=C(C1)N=NN2O (HOBt), C1CCC(CC1)N=C=NC2CCCCC2 (DCC), resultant mixture. Run in CN(C)C=O (DMF). Product: N([C@@H]([C@@H](C)CC)C(=O)NCC(C)C)C(=O)OC(C)(C)C (Boc-Ile-NH—CH2—CH(CH3)2). As a reaction SMILES: [NH:1]([C:10]([O:12][C:13]([CH3:16])([CH3:15])[CH3:14])=[O:11])[C@H:2]([C:7]([OH:9])=O)[C@H:3]([CH2:5][CH3:6])[CH3:4].[CH2:17]([NH2:21])[CH:18]([CH3:20])[CH3:19].C1C=CC2N(O)N=NC=2C=1.C1CCC(N=C=NC2CCCCC2)CC1>CN(C=O)C>[NH:1]([C:10]([O:12][C:13]([CH3:16])([CH3:15])[CH3:14])=[O:11])[C@H:2]([C:7]([NH:21][CH2:17][CH:18]([CH3:20])[CH3:19])=[O:9])[C@H:3]([CH2:5][CH3:6])[CH3:4]. Reported procedure: In a DMF solution containing 2.0 g of Boc-Ile-OH, 0.82 ml of isobutylamine, 1.27 g of HOBt and 2.06 g of DCC were added under ice cooling and the resultant mixture was stirred for 14 hr. The reaction mixture, after filtration, was treated similarly to that in Example 50 (Process 2), except for the crystallization solvent (hexane) to give 1.44 g of the title compound.